Dataset: the Open Reaction Database (ORD), a public repository of structured organic reaction records. Task: describe an organic reaction: reactants, conditions, products, and yield Starting materials: BrC1=CC=C(C=C1)C1=NSC2=C1C=CC(=C2)OCCCBr (3-(4-Bromo-phenyl)-6-(3-bromo-propoxy)-benzo[d]isothiazole), COCCNCC (N-(2-methoxyethyl)ethylamine). Product: Br.BrC1=CC=C(C=C1)C1=NSC2=C1C=CC(=C2)OCCCN(CCOC)CC ([3-[3-(4-Bromo-phenyl)-benzo[d]isothiazol-6-yloxy]-propyl]-ethyl-(2-methoxy-ethyl)-amine hydrobromide). RXN SMILES: [Br:1][C:2]1[CH:7]=[CH:6][C:5]([C:8]2[C:12]3[CH:13]=[CH:14][C:15]([O:17][CH2:18][CH2:19][CH2:20]Br)=[CH:16][C:11]=3[S:10][N:9]=2)=[CH:4][CH:3]=1.[CH3:22][O:23][CH2:24][CH2:25][NH:26][CH2:27][CH3:28]>>[BrH:1].[Br:1][C:2]1[CH:7]=[CH:6][C:5]([C:8]2[C:12]3[CH:13]=[CH:14][C:15]([O:17][CH2:18][CH2:19][CH2:20][N:26]([CH2:27][CH3:28])[CH2:25][CH2:24][O:23][CH3:22])=[CH:16][C:11]=3[S:10][N:9]=2)=[CH:4][CH:3]=1 |f:2.3|. Procedure: In analogy to example 3.1, 3-(4-Bromo-phenyl)-6-(3-bromo-propoxy)-benzo[d]isothiazole and N-(2-methoxyethyl)ethylamine were converted to yield (without extraction) [3-[3-(4-Bromo-phenyl)-benzo[d]isothiazol-6-yloxy]-propyl]-ethyl-(2-methoxy-ethyl)-amine hydrobromide as colorless oil, MS: 449(MH+, 1Br). Starting materials: FC(C(=O)NC=1N=C2N(C=C(C=C2)C(C2=CC=CC=C2)=O)C1C1=C(C(=C(C=C1)F)F)F)(F)F (2-trifluoroacetamido-3-(2,3,4-trifluorophenyl)-6-benzoyl-imidazo[1,2-a]pyridine). Solvent: CC(OCC)=O (EA). The product is NC=1N=C2N(C=C(C=C2)C(C2=CC=CC=C2)=O)C1C1=C(C(=C(C=C1)F)F)F (2-Amino-3-(2,3,4-trifluorophenyl)-6-benzoyl-imidazo[1,2-a]pyridine). RXN SMILES: FC(F)(F)C([NH:5][C:6]1[N:7]=[C:8]2[CH:13]=[CH:12][C:11]([C:14](=[O:21])[C:15]3[CH:20]=[CH:19][CH:18]=[CH:17][CH:16]=3)=[CH:10][N:9]2[C:22]=1[C:23]1[CH:28]=[CH:27][C:26]([F:29])=[C:25]([F:30])[C:24]=1[F:31])=O>CC(=O)OCC>[NH2:5][C:6]1[N:7]=[C:8]2[CH:13]=[CH:12][C:11]([C:14](=[O:21])[C:15]3[CH:16]=[CH:17][CH:18]=[CH:19][CH:20]=3)=[CH:10][N:9]2[C:22]=1[C:23]1[CH:28]=[CH:27][C:26]([F:29])=[C:25]([F:30])[C:24]=1[F:31]. Reported procedure: The 2-trifluoroacetamido-3-(2,3,4-trifluorophenyl)-6-benzoyl-imidazo[1,2-a]pyridine (8.43 g, 18.2 mmol) was converted to product in a manner substantially analogous to Example 67 to yield 5.82 g. (87%). EA, MS(FD).